This data is from the Open Reaction Database (ORD), a public repository of structured organic reaction records. The task is: describe an organic reaction: reactants, conditions, products, and yield The product is CCOP(=O)(CC(=O)CNC(=O)OC(C)(C)C)CC1CC1. Reaction SMILES: [CH3:19][O:20][C:21]([CH2:22][NH:23][C:24](=[O:25])[O:26][C:27]([CH3:28])([CH3:29])[CH3:30])=[O:31].[CH3:32][C:33](=[O:34])[OH:35].[CH:1]([N-:2][CH:3]([CH3:4])[CH3:5])([CH3:6])[CH3:7].[CH:9]1([CH2:12][P:13]([O:14][CH2:15][CH3:16])(=[O:17])[CH3:18])[CH2:10][CH2:11]1.[Cl:41][CH2:42][Cl:43].[Li+:8].[O:36]1[CH2:37][CH2:38][CH2:39][CH2:40]1>>[CH:9]1([CH2:12][P:13]([O:14][CH2:15][CH3:16])(=[O:17])[CH2:18][C:21](=[O:20])[CH2:22][NH:23][C:24](=[O:25])[O:26][C:27]([CH3:28])([CH3:29])[CH3:30])[CH2:10][CH2:11]1. Reactants: COC(=O)CNC(=O)OC(C)(C)C, CC(=O)O, CC(C)[N-]C(C)C, CCOP(C)(=O)CC1CC1, ClCCl, [Li+], C1CCOC1. Starting materials: C(#N)[Si](C)(C)C (cyanotrimethylsilane), CC1(CCC(C=2C=C(C=CC12)C#CC1=CC=C(C(=O)O)C=C1)=O)C (4-[(5,6,7,8-tetrahydro-8,8-dimethyl-5-oxonaphth-3-yl)ethynyl]benzoic acid), CC1(CCC(C=2C=C(C=CC12)C#CC1=CC=C(C(=O)O)C=C1)=O)C (4-[(5,6,7,8-tetrahydro-8,8-dimethyl-5-oxonaphth-3-yl)ethynyl]benzoic acid). The reagents and catalysts are [I-].[Zn+2].[I-] (zinc iodide). The solvent is C1CCOC1 (THF), C1CCOC1 (THF). Reaction conditions: temperature 25 celsius, time 12 hour. The product is CC1(CC=C(C=2C=C(C=CC12)C#CC1=CC=C(C(=O)O)C=C1)O[Si](C)(C)C)C (4-[(7,8-dihydro-8,8-dimethyl-5-trimethylsiloxynaphth-3-yl)ethynyl]benzoic acid). As a reaction SMILES: [CH3:1][C:2]1([CH3:24])[C:11]2[CH:10]=[CH:9][C:8]([C:12]#[C:13][C:14]3[CH:22]=[CH:21][C:17]([C:18]([OH:20])=[O:19])=[CH:16][CH:15]=3)=[CH:7][C:6]=2[C:5](=[O:23])[CH2:4][CH2:3]1.[C:25]([Si:27](C)([CH3:29])[CH3:28])#N>C1COCC1.[I-].[Zn+2].[I-]>[CH3:1][C:2]1([CH3:24])[C:11]2[CH:10]=[CH:9][C:8]([C:12]#[C:13][C:14]3[CH:15]=[CH:16][C:17]([C:18]([OH:20])=[O:19])=[CH:21][CH:22]=3)=[CH:7][C:6]=2[C:5]([O:23][Si:27]([CH3:29])([CH3:28])[CH3:25])=[CH:4][CH2:3]1 |f:3.4.5|. Procedure details: To a cold solution (0° C.) of 50 mg (0.07 mmol) of zinc iodide (dried in vacuo over P2O5 for several hours) in 2 ml of dry THF (flushed with argon) was added a solution of 0.110 g (0.34 mmol) of 4-[(5,6,7,8-tetrahydro-8,8-dimethyl-5-oxonaphth-3-yl)ethynyl]benzoic acid (Compound 8) in 2 ml of THF followed by 0.14 ml (1.03 mmol) of cyanotrimethylsilane. The resulting mixture was stirred at 25° C. for 12 hours and purified by flash chromatography (silica, 50% EtOAc-hexane) to yield the title compou...